From a dataset of the Open Reaction Database (ORD), a public repository of structured organic reaction records. describe an organic reaction: reactants, conditions, products, and yield Reported procedure: 7.1 g of aluminum chloride was added to a solution of 2.5 g of 4-cinnamoylamino-3-methylbenzoic acid in 12.5 ml of chlorobenzene. The mixture was stirred at 90° C. for 1 hour to give rise to a reaction. The reaction mixture was poured into ice water. The resulting precipitate was collected by filtration and dispersed in 70 ml of ethanol and 70 ml of water. The dispersion was made alkaline with a 30% aqueous sodium hydroxide solution and then treated with active carbon. The resulting material was... The yield is 49.8%. Product: C(=O)(O)C=1C=C2C=CC(NC2=C(C1)C)=O (6-carboxy-8-methylcarbostyril). Reaction SMILES: [Cl-].[Al+3].[Cl-].[Cl-].[C:5]([NH:15][C:16]1[CH:24]=[CH:23][C:19]([C:20]([OH:22])=[O:21])=[CH:18][C:17]=1[CH3:25])(=[O:14])[CH:6]=[CH:7]C1C=CC=CC=1>ClC1C=CC=CC=1>[C:20]([C:19]1[CH:23]=[C:24]2[C:16](=[C:17]([CH3:25])[CH:18]=1)[NH:15][C:5](=[O:14])[CH:6]=[CH:7]2)([OH:22])=[O:21] |f:0.1.2.3|. The solvent is ClC1=CC=CC=C1 (chlorobenzene). Run at temperature 90 celsius, time 1 hour. The reactants are [Cl-].[Al+3].[Cl-].[Cl-] (aluminum chloride), C(C=CC1=CC=CC=C1)(=O)NC1=C(C=C(C(=O)O)C=C1)C (4-cinnamoylamino-3-methylbenzoic acid), ice water. Reactants: [Li+].[AlH4-] (Li[AlH4]), C(C)OC(C1=C(C=CC=C1)C1=CC2=C(N=CN=C2N(C)C)N1)=O (4-Dimethylamino-7H-pyrrolo[2,3-d]pyrimidin-6-yl-benzoic acid ethylester), C(C)(=O)OCC.CO (ethyl acetate MeOH). Run in C1CCOC1 (THF), hexanes. Conditions: time 30 minute. Product: CN(C=1C2=C(N=CN1)NC(=C2)C2=CC=C(C=C2)CO)C ([4-(4-Dimethylamino-7H-pyrrolo[2,3-d]pyrimidin-6-yl)-phenyl]-methanol). Reaction SMILES: [Li+].[AlH4-].C(OC(=O)[C:7]1[CH:12]=[CH:11][CH:10]=[CH:9][C:8]=1[C:13]1[NH:24][C:16]2[N:17]=[CH:18][N:19]=[C:20]([N:21]([CH3:23])[CH3:22])[C:15]=2[CH:14]=1)C.[C:26](OCC)(=[O:28])C.CO>C1COCC1>[CH3:22][N:21]([CH3:23])[C:20]1[C:15]2[CH:14]=[C:13]([C:8]3[CH:7]=[CH:12][C:11]([CH2:26][OH:28])=[CH:10][CH:9]=3)[NH:24][C:16]=2[N:17]=[CH:18][N:19]=1 |f:0.1,3.4|. Procedure details: Li[AlH4] (660 mg, 17.40 mmol) is suspended in THF (70 mL). The suspension is cooled in an ice bath and small portions of 4-(4-Dimethylamino-7H-pyrrolo[2,3-d]pyrimidin-6-yl-benzoic acid ethylester are added under an argon atmosphere. The reaction is stirred for 30 min. at room temperature and then heated to 50° C. for additional 30 min. It is then cooled to room temperature again and quenched by careful addition of dilute aqueous NaOH solution. The resulting suspension is stirred for 30 min. and ... The reactants are CCOC(=O)N1CCc2sc(CC(F)(F)F)c(Br)c2CC1, ClC(Cl)Cl. Yields the product FC(F)(F)Cc1sc2c(c1Br)CCNCC2. As a reaction SMILES: [CH2:1]([O:2][C:3](=[O:4])[N:6]1[CH2:7][CH2:8][c:9]2[c:10]([c:13]([Br:21])[c:14]([CH2:16][C:17]([F:18])([F:19])[F:20])[s:15]2)[CH2:11][CH2:12]1)[CH3:5].[Cl:22][CH:23]([Cl:24])[Cl:25]>>[NH:6]1[CH2:7][CH2:8][c:9]2[c:10]([c:13]([Br:21])[c:14]([CH2:16][C:17]([F:18])([F:19])[F:20])[s:15]2)[CH2:11][CH2:12]1. Reactants: CC1(CC(CC(C1)(C)C)C1=C(C=CC=C1)N1CCN(CC1)CC(CC)=O)C (1-{4-[2-(3,3,5,5-tetramethylcyclohexyl)phenyl]piperazin-1-yl}butan-2-one), [Cl-].[Na+].O (Brine), COCCOC (1,2-dimethoxyethane), C1(=CC=C(C=C1)S(=O)(=O)C[N+]#[C-])C (p-toluenesulfonylmethyl isocyanide), CC(C)([O-])C.[K+] (potassium t-butoxide). Solvent: C(C)(C)(C)O (t-butanol), C(C)(=O)OCC (ethyl acetate). Run at time 90 minute. Product: Cl.CC1(CC(CC(C1)(C)C)C1=C(C=CC=C1)N1CCN(CC1)CC(C#N)CC)C (2-{4-[2-(3,3,5,5-Tetramethylcyclohexyl)phenyl]piperazin-1-ylmethyl}butyronitrile hydrochloride). Reaction SMILES: [CH3:1][C:2]1([CH3:27])[CH2:7][C:6]([CH3:9])([CH3:8])[CH2:5][CH:4]([C:10]2[CH:15]=[CH:14][CH:13]=[CH:12][C:11]=2[N:16]2[CH2:21][CH2:20][N:19]([CH2:22][C:23](=O)[CH2:24][CH3:25])[CH2:18][CH2:17]2)[CH2:3]1.COCCOC.C1(C)C=CC(S([CH2:43][N+:44]#[C-])(=O)=O)=CC=1.CC(C)([O-])C.[K+].[Cl-:53].[Na+].O>C(OCC)(=O)C.C(O)(C)(C)C>[ClH:53].[CH3:1][C:2]1([CH3:27])[CH2:7][C:6]([CH3:9])([CH3:8])[CH2:5][CH:4]([C:10]2[CH:15]=[CH:14][CH:13]=[CH:12][C:11]=2[N:16]2[CH2:21][CH2:20][N:19]([CH2:22][CH:23]([CH2:24][CH3:25])[C:43]#[N:44])[CH2:18][CH2:17]2)[CH2:3]1 |f:3.4,5.6.7,10.11|. Procedure details: To a mixture of 1-{4-[2-(3,3,5,5-tetramethylcyclohexyl)phenyl]piperazin-1-yl}butan-2-one (80 mg, 0.21 mmol) produced as an intermediate in Example 25, 1,2-dimethoxyethane (2.5 mL) and t-butanol (0.1 mL) were added p-toluenesulfonylmethyl isocyanide (TosMIC) (46.4 mg, 0.238 mmol) and potassium t-butoxide (34 mg, 0.302 mmol) at an external temperature of 0° C., followed by stirring for 90 minutes under the same conditions. The external temperature was then raised to room temperature and stirring w... The reactants are C(C)OC(C(CBr)=NO)=O (3-bromo-2-hydroxyimino-propionic acid ethyl ester), BrC=1C=C2C=CNC2=CC1 (5-bromoindole), C(=O)([O-])[O-].[Na+].[Na+] (Na2CO3). Run in C(Cl)Cl (CH2Cl2), C(Cl)Cl (CH2Cl2). Conditions: time 20 hour. Product: C(C)OC(C(CC1=CNC2=CC=C(C=C12)Br)=NO)=O (2-hydroxyimino-3-(5-bromo-1H-indol-3-yl)-propionic Acid Ethyl Ester). Yield: 99.3%. Reaction SMILES: [CH2:1]([O:3][C:4](=[O:10])[C:5](=[N:8][OH:9])[CH2:6]Br)[CH3:2].[Br:11][C:12]1[CH:13]=[C:14]2[C:18](=[CH:19][CH:20]=1)[NH:17][CH:16]=[CH:15]2.C([O-])([O-])=O.[Na+].[Na+]>C(Cl)Cl>[CH2:1]([O:3][C:4](=[O:10])[C:5](=[N:8][OH:9])[CH2:6][C:15]1[C:14]2[C:18](=[CH:19][CH:20]=[C:12]([Br:11])[CH:13]=2)[NH:17][CH:16]=1)[CH3:2] |f:2.3.4|. Procedure details: A solution of 3-bromo-2-hydroxyimino-propionic acid ethyl ester (3.21 g, 15.3 mmol) in CH2Cl2 (20 mL) was slowly added dropwise to a stirring mixture of 5-bromoindole (3.0 g, 15.3 mmol) and Na2CO3 (8.92 g, 84.2 mmol) in CH2Cl2 (30 mL) at room temperature. The mixture was stirred for 20 hours, filtered through CELITE® and concentrated to give 4.94 g of the title compound as a crude material. LCMS m/z (ESI) [M+H]+ calcd for C1-3H14BrN2O3 (Br79) 325.2, found 325.2. The reactants are Br, CNC, CO, CCO, Cn1c(-c2ccc(Cl)c(S(=O)(=O)Cl)c2)csc1=Nc1ccccc1. Yields the product CN(C)S(=O)(=O)c1cc(-c2csc(=Nc3ccccc3)n2C)ccc1Cl. Reaction SMILES: [BrH:1].[CH3:26][NH:27][CH3:28].[CH3:29][OH:30].[CH3:31][CH2:32][OH:33].[Cl:2][c:3]1[c:4]([S:22](=[O:23])(=[O:24])[Cl:25])[cH:5][c:6](-[c:9]2[n:10]([CH3:21])[c:11](=[N:14][c:15]3[cH:16][cH:17][cH:18][cH:19][cH:20]3)[s:12][cH:13]2)[cH:7][cH:8]1>>[Cl:2][c:3]1[c:4]([S:22](=[O:23])(=[O:24])[N:27]([CH3:26])[CH3:28])[cH:5][c:6](-[c:9]2[n:10]([CH3:21])[c:11](=[N:14][c:15]3[cH:16][cH:17][cH:18][cH:19][cH:20]3)[s:12][cH:13]2)[cH:7][cH:8]1. Reactants: [OH-].[Na+] (sodium hydroxide), ClC(COC(=O)N[C@H]1[C@@H]2[C@]3(CC=CC[C@@H]3CC[C@H]2[C@@H]2CC[C@@H]([C@@]2(C)C1)C(=O)OC)C)(Cl)Cl (Methyl 11α-(2,2,2-trichloroethoxycarbonylamino)5α-androst-2-ene-17β-carboxylate), BrCC(=O)N (bromoacetamide), Cl(=O)(=O)(=O)O (perchloric acid). The solvent is S(=O)(=O)([O-])S(=O)[O-].[Na+].[Na+] (sodium metabisulphite), O (water), CO (methanol), O1CCCC1 (tetrahydrofuran), O (water). Run at time 30 minute. The product is O1[C@@H]2[C@H]1C[C@@H]1CC[C@H]3[C@@H]4CC[C@@H]([C@@]4(C)C[C@H]([C@@H]3[C@]1(C2)C)NC(=O)OCC(Cl)(Cl)Cl)C(=O)OC (Methyl 2β,3β-epoxy-11α-(2,2,2-trichloroethoxycarbonylamino)-5α-androstane-17β-carboxylate). Isolated yield 17.2%. Reaction SMILES: [Cl:1][C:2]([Cl:32])([Cl:31])[CH2:3][O:4][C:5]([NH:7][C@@H:8]1[CH2:25][C@@:23]2([CH3:24])[C@@H:19]([CH2:20][CH2:21][C@@H:22]2[C:26]([O:28][CH3:29])=[O:27])[C@H:18]2[C@H:9]1[C@:10]1([CH3:30])[C@@H:15]([CH2:16][CH2:17]2)[CH2:14][CH:13]=[CH:12][CH2:11]1)=[O:6].BrCC(N)=[O:36].Cl(O)(=O)(=O)=O.[OH-].[Na+]>O1CCCC1.O.S(S([O-])=O)([O-])(=O)=O.[Na+].[Na+].CO>[O:36]1[C@@H:13]2[CH2:14][C@H:15]3[C@:10]([CH3:30])([CH2:11][C@H:12]12)[C@@H:9]1[C@H:18]([C@H:19]2[C@@:23]([CH2:25][C@H:8]1[NH:7][C:5]([O:4][CH2:3][C:2]([Cl:31])([Cl:32])[Cl:1])=[O:6])([CH3:24])[C@@H:22]([C:26]([O:28][CH3:29])=[O:27])[CH2:21][CH2:20]2)[CH2:17][CH2:16]3 |f:3.4,7.8.9|. Reported procedure: Methyl 11α-(2,2,2-trichloroethoxycarbonylamino)5α-androst-2-ene-17β-carboxylate (507 mg) in tetrahydrofuran (15 ml) and water (7.5 ml) was treated with N bromoacetamide (193 mg) and 60% perchloric acid (0.15 ml) and stirred at room temperature for 30 minutes. The reaction mixture was diluted with 5% sodium metabisulphite solution (30 ml) and water (50 ml). The suspension was extracted with ether (3×). The ether extracts were washed with water, dried and evaporated to give a foam. This was dissol...